Dataset: the Open Reaction Database (ORD), a public repository of structured organic reaction records. Task: describe an organic reaction: reactants, conditions, products, and yield Reactants: N-{N-[2-(p-chlorophenoxy)-2-methylpropionyl]glycine} succinimido ester, ester, C(C)OC(CNC(CN)=O)=O (glycylglycine ethyl ester), ester, C1(CCC(N1OC(C(C)(C)OC1=CC=C(C=C1)Cl)=O)=O)=O (2-(p-chlorophenoxy)-2-methyl-propionic acid succinimido ester). The product is ester, C(C)OC(CNC(CNC(C(C)(C)OC1=CC=C(C=C1)Cl)=O)=O)=O (N-{N-[2-(p-chlorophenoxy)-2-methylpropionyl]glycyl}glycine ethyl ester). As a reaction SMILES: [CH2:1]([O:3][C:4](=[O:11])[CH2:5][NH:6][C:7](=[O:10])[CH2:8][NH2:9])[CH3:2].C1(=O)N([O:17][C:18](=O)[C:19]([O:22][C:23]2[CH:28]=[CH:27][C:26]([Cl:29])=[CH:25][CH:24]=2)([CH3:21])[CH3:20])C(=O)CC1>>[CH2:1]([O:3][C:4](=[O:11])[CH2:5][NH:6][C:7](=[O:10])[CH2:8][NH:9][C:18](=[O:17])[C:19]([O:22][C:23]1[CH:28]=[CH:27][C:26]([Cl:29])=[CH:25][CH:24]=1)([CH3:21])[CH3:20])[CH3:2]. Procedure: Likewise, by following the procedure of Example 1 but replacing proline methyl ester hydrochloride with glycylglycine ethyl ester and replacing the "activated ester" N-{N-[2-(p-chlorophenoxy)-2-methylpropionyl]glycine} succinimido ester with an equivalent amount of the "activated ester", 2-(p-chlorophenoxy)-2-methyl-propionic acid succinimido ester, obtained in an analogous manner as the aforementioned "activated ester", N-{N-[2-(p-chlorophenoxy)-2-methylpropionyl]glycyl}glycine ethyl ester agai... Starting materials: CO, ClCCl, CN(Cc1cc(C(F)(F)F)cc(C(F)(F)F)c1)C(=O)c1nc(S(C)(=O)=O)ncc1-c1ccccc1, O. Product: COc1ncc(-c2ccccc2)c(C(=O)N(C)Cc2cc(C(F)(F)F)cc(C(F)(F)F)c2)n1. Reaction SMILES: [CH3:36][OH:37].[Cl:39][CH2:40][Cl:41].[F:1][C:2]([c:3]1[cH:4][c:5]([CH2:6][N:7]([C:8](=[O:9])[c:10]2[n:11][c:12]([S:22]([CH3:23])(=[O:24])=[O:25])[n:13][cH:14][c:15]2-[c:16]2[cH:17][cH:18][cH:19][cH:20][cH:21]2)[CH3:26])[cH:27][c:28]([C:30]([F:31])([F:32])[F:33])[cH:29]1)([F:34])[F:35].[OH2:38]>>[F:1][C:2]([c:3]1[cH:4][c:5]([CH2:6][N:7]([C:8](=[O:9])[c:10]2[n:11][c:12]([O:37][CH3:36])[n:13][cH:14][c:15]2-[c:16]2[cH:17][cH:18][cH:19][cH:20][cH:21]2)[CH3:26])[cH:27][c:28]([C:30]([F:31])([F:32])[F:33])[cH:29]1)([F:34])[F:35]. Starting materials: Cl.[N+](=O)([O-])C=1C=C(C=CC1)NN (3-nitrophenylhydrazine hydrochloride), N1=CN=CN=C1 (1,3,5-triazine), C([O-])(O)=O.[Na+] (sodium bicarbonate). Solvent: C(C)O (ethanol). The product is [N+](=O)([O-])C=1C=C(C=CC1)N1N=CN=C1 (1-(3-nitrophenyl)-1H-1,2,4-triazole). The yield is 49.3%. RXN SMILES: Cl.[N+:2]([C:5]1[CH:6]=[C:7]([NH:11][NH2:12])[CH:8]=[CH:9][CH:10]=1)([O-:4])=[O:3].[N:13]1[CH:18]=NC=N[CH:14]=1.C(=O)(O)[O-].[Na+]>C(O)C>[N+:2]([C:5]1[CH:6]=[C:7]([N:11]2[CH:18]=[N:13][CH:14]=[N:12]2)[CH:8]=[CH:9][CH:10]=1)([O-:4])=[O:3] |f:0.1,3.4|. Reported procedure: A mixture of 3-nitrophenylhydrazine hydrochloride (8.77 g) and 1,3,5-triazine (2.50 g) in ethanol (40 ml) was stirred under reflux for 4 hours. Then the mixture was poured into aqueous sodium bicarbonate and extracted with ethyl acetate twice. The combined organic phase was washed with aqueous sodium bicarbonate and brine, dried over magnesium sulfate and concentrated. The residue was chromatographed on silica gel column (hexane-ethyl acetate, 3:7) to give 1-(3-nitrophenyl)-1H-1,2,4-triazole (2.... The reactants are NCC1CC(CCC1)CN (1,3-bis(aminomethyl)cyclohexane). The product is NCC1CC(CCC1)C (3-aminomethyl-1-methylcyclohexane), CC=1C=C(CN)C=CC1 (3-methylbenzylamine). Reported procedure: As a result of analysis by gaschromatography, it was found that the yield of 1,3-bis(aminomethyl)cyclohexane was 95.0 mol %, and as other products 3.9 mol % of 3-aminomethyl-1-methylcyclohexane, 0.9 mol % of 3-methylbenzylamine and 0.2 mol % of metaxylene were obtained. Reaction SMILES: [NH2:1][CH2:2][CH:3]1[CH2:8][CH2:7][CH2:6][CH:5]([CH2:9]N)[CH2:4]1>C1(C)C=CC=C(C)C=1>[NH2:1][CH2:2][CH:3]1[CH2:8][CH2:7][CH2:6][CH:5]([CH3:9])[CH2:4]1.[CH3:9][C:5]1[CH:4]=[C:3]([CH:8]=[CH:7][CH:6]=1)[CH2:2][NH2:1]. The solvent is C1(=CC(=CC=C1)C)C (metaxylene). The reactants are C=C(c1ccc(F)cc1)[Sn](CCCC)(CCCC)CCCC, CCOC(C)=O, COC(=O)C1CN(Cc2ccc(-c3nc4ccc(Cl)nc4s3)c(F)c2)C1, [Cs+], [Cu]I, [F-], CN(C)C=O, [Pd], c1ccc(P(c2ccccc2)c2ccccc2)cc1, c1ccc(P(c2ccccc2)c2ccccc2)cc1, c1ccc(P(c2ccccc2)c2ccccc2)cc1, c1ccc(P(c2ccccc2)c2ccccc2)cc1. The product is C=C(c1ccc(F)cc1)c1ccc2nc(-c3ccc(CN4CC(C(=O)OC)C4)cc3F)sc2n1. As a reaction SMILES: [CH2:29]([Sn:30]([CH2:31][CH2:32][CH2:33][CH3:43])([C:34](=[CH2:35])[c:36]1[cH:37][cH:38][c:39]([F:42])[cH:40][cH:41]1)[CH2:44][CH2:45][CH2:46][CH3:47])[CH2:48][CH2:49][CH3:50].[CH3:56][CH2:57][O:58][C:59]([CH3:60])=[O:61].[Cl:3][c:4]1[cH:5][cH:6][c:7]2[c:8]([n:9]1)[s:10][c:11](-[c:13]1[c:14]([F:28])[cH:15][c:16]([CH2:19][N:20]3[CH2:21][CH:22]([C:24](=[O:25])[O:26][CH3:27])[CH2:23]3)[cH:17][cH:18]1)[n:12]2.[Cs+:2].[Cu:62][I:63].[F-:1].[O:51]=[CH:52][N:53]([CH3:54])[CH3:55].[Pd:64].[c:103]1([P:104]([c:105]2[cH:106][cH:107][cH:108][cH:109][cH:110]2)[c:111]2[cH:112][cH:113][cH:114][cH:115][cH:116]2)[cH:117][cH:118][cH:119][cH:120][cH:121]1.[c:122]1([P:123]([c:124]2[cH:125][cH:126][cH:127][cH:128][cH:129]2)[c:130]2[cH:131][cH:132][cH:133][cH:134][cH:135]2)[cH:136][cH:137][cH:138][cH:139][cH:140]1.[c:65]1([P:66]([c:67]2[cH:68][cH:69][cH:70][cH:71][cH:72]2)[c:73]2[cH:74][cH:75][cH:76][cH:77][cH:78]2)[cH:79][cH:80][cH:81][cH:82][cH:83]1.[c:84]1([P:85]([c:86]2[cH:87][cH:88][cH:89][cH:90][cH:91]2)[c:92]2[cH:93][cH:94][cH:95][cH:96][cH:97]2)[cH:98][cH:99][cH:100][cH:101][cH:102]1>>[c:4]1([C:34](=[CH2:35])[c:36]2[cH:37][cH:38][c:39]([F:42])[cH:40][cH:41]2)[cH:5][cH:6][c:7]2[c:8]([n:9]1)[s:10][c:11](-[c:13]1[c:14]([F:28])[cH:15][c:16]([CH2:19][N:20]3[CH2:21][CH:22]([C:24](=[O:25])[O:26][CH3:27])[CH2:23]3)[cH:17][cH:18]1)[n:12]2. Starting materials: [Cl-].[Al+3].[Cl-].[Cl-] (aluminum chloride), C(C)(=O)Cl (acetyl chloride), ice, BrC1=CC=C(C=C1)C1=CC=CC=C1 (4-bromobiphenyl). The solvent is ClCCl (dichloromethane), ClCCl (dichloromethane), ClCCl (dichloromethane). Conditions: time 8 hour. Product: C(C)(=O)C1(CC=CC=C1)C1=CC=C(C=C1)Br (1-Acetyl-4'-bromo-biphenyl). As a reaction SMILES: [Cl-].[Al+3].[Cl-].[Cl-].[C:5](Cl)(=[O:7])[CH3:6].[Br:9][C:10]1[CH:15]=[CH:14][C:13]([C:16]2[CH:21]=[CH:20][CH:19]=[CH:18][CH:17]=2)=[CH:12][CH:11]=1>ClCCl>[C:5]([C:16]1([C:13]2[CH:12]=[CH:11][C:10]([Br:9])=[CH:15][CH:14]=2)[CH:17]=[CH:18][CH:19]=[CH:20][CH2:21]1)(=[O:7])[CH3:6] |f:0.1.2.3|. Reported procedure: In a reaction flask under nitrogen atmosphere there was placed 26.6 g (0.2 Mol) of aluminum chloride, which was then covered with 150 ml of dichloromethane. There was then added dropwise 15.6 g (0.2 Mol) of acetyl chloride in 200 ml of dichloromethane, while cooling the reaction mixture. To this was added dropwise 23.3 g (0.1 Mol) of 4-bromobiphenyl in 200 ml of dichloromethane. The reaction mixture was allowed to warm to room temperature, and it was then heated to reflux for 4 hours, after whic...